From a dataset of the Open Reaction Database (ORD), a public repository of structured organic reaction records. describe an organic reaction: reactants, conditions, products, and yield The reactants are O[C@H](C)[C@@H]1[C@@H]2N(C(=C([C@@H]2C)C2=CN3C(S2)=C(N=C3)C(=O)C=3C=NC=CC3)C(=O)OCC3=CC=C(C=C3)[N+](=O)[O-])C1=O (4-Nitrobenzyl (1S,5R,6S)-6-((1R)-1-hydroxyethyl)-1-methyl-2-[7-(pyridin-3-yl)carbonylimidazo[5,1-b]thiazol-2-yl]-1-carbapen-2-em-3-carboxylate), ICC(=O)N (2-Iodoacetamide). Solvent: C(C)#N (acetonitrile). Reaction conditions: temperature 50 celsius, time 6 hour. Product: [I-].C(N)(=O)C[N+]1=CC(=CC=C1)C(=O)C=1N=CN2C1SC(=C2)C=2[C@@H]([C@H]1N(C2C(=O)OCC2=CC=C(C=C2)[N+](=O)[O-])C([C@@H]1[C@@H](C)O)=O)C (4-nitrobenzyl (1S,5R,6S)-2-[7-(1-carbamoylmethylpyridinium-3-yl)carbonylimidazo-[5,1-b]thiazol-2-yl]-6-((1R)-1-hydroxyethyl)-1-methyl-1-carbapen-2-em-3-carboxylate iodide). The yield is 112.5%. As a reaction SMILES: [OH:1][C@@H:2]([C@H:4]1[C:40](=[O:41])[N:6]2[C:7]([C:27]([O:29][CH2:30][C:31]3[CH:36]=[CH:35][C:34]([N+:37]([O-:39])=[O:38])=[CH:33][CH:32]=3)=[O:28])=[C:8]([C:11]3[S:15][C:14]4=[C:16]([C:19]([C:21]5[CH:22]=[N:23][CH:24]=[CH:25][CH:26]=5)=[O:20])[N:17]=[CH:18][N:13]4[CH:12]=3)[C@H:9]([CH3:10])[C@H:5]12)[CH3:3].[I:42][CH2:43][C:44]([NH2:46])=[O:45]>C(#N)C>[I-:42].[C:44]([CH2:43][N+:23]1[CH:24]=[CH:25][CH:26]=[C:21]([C:19]([C:16]2[N:17]=[CH:18][N:13]3[CH:12]=[C:11]([C:8]4[C@H:9]([CH3:10])[C@@H:5]5[C@@H:4]([C@H:2]([OH:1])[CH3:3])[C:40](=[O:41])[N:6]5[C:7]=4[C:27]([O:29][CH2:30][C:31]4[CH:32]=[CH:33][C:34]([N+:37]([O-:39])=[O:38])=[CH:35][CH:36]=4)=[O:28])[S:15][C:14]=23)=[O:20])[CH:22]=1)(=[O:45])[NH2:46] |f:3.4|. Procedure details: 4-Nitrobenzyl (1S,5R,6S)-6-((1R)-1-hydroxyethyl)-1-methyl-2-[7-(pyridin-3-yl)carbonylimidazo[5,1-b]thiazol-2-yl]-1-carbapen-2-em-3-carboxylate (105.5 mg) was suspended in 2 ml of acetonitrile to prepare a suspension. 2-Iodoacetamide (340 mg) was added to the suspension, and the mixture was stirred at 50° C. for 6 hr. The reaction solution was concentrated under the reduced pressure, 5 ml of ethyl acetate was added to the concentrate, and the insolubles were collected by filtration to give 157 mg... Reactants: BrCCBr, O=C([O-])[O-], [K+], [K+], CN(C)C=O, O, COc1cc(O)ccc1C=O. Product: COc1cc(OCCBr)ccc1C=O. As a reaction SMILES: [Br:1][CH2:2][CH2:3][Br:4].[C:16](=[O:17])([O-:18])[O-:19].[K+:20].[K+:21].[O:23]=[CH:24][N:25]([CH3:26])[CH3:27].[OH2:22].[OH:5][c:6]1[cH:7][c:8]([O:14][CH3:15])[c:9]([CH:10]=[O:11])[cH:12][cH:13]1>>[Br:1][CH2:2][CH2:3][O:5][c:6]1[cH:7][c:8]([O:14][CH3:15])[c:9]([CH:10]=[O:11])[cH:12][cH:13]1. Reactants: ClSc1ccccc1, c1cc[nH]c1. Yields the product c1ccc(Sc2ccc[nH]2)cc1. Reaction SMILES: [c:6]1([S:12][Cl:13])[cH:7][cH:8][cH:9][cH:10][cH:11]1.[nH:1]1[cH:2][cH:3][cH:4][cH:5]1>>[nH:1]1[c:2]([S:12][c:6]2[cH:7][cH:8][cH:9][cH:10][cH:11]2)[cH:3][cH:4][cH:5]1. Run at time 1 hour. RXN SMILES: [F:1][C:2]1[CH:3]=[C:4]([CH:6]=[CH:7][CH:8]=1)[NH2:5].N1C=CC=CC=1.[Br:15]/[C:16](=[CH:20]\[CH3:21])/[C:17](Cl)=[O:18]>C(Cl)(Cl)Cl>[Br:15]/[C:16](=[CH:20]\[CH3:21])/[C:17]([NH:5][C:4]1[CH:6]=[CH:7][CH:8]=[C:2]([F:1])[CH:3]=1)=[O:18]. The yield is 68.3%. Reported procedure: To a stirred solution of 4.2 grams (0.038 mole) of 3-fluoroaniline in 35 ml of chloroform was added 3.1 ml of pyridine. The reaction mixture was cooled to 0° and 7.0 grams (0.038 mole) of [Z]-2-bromo-2-butenoyl chloride (Step C product) was added dropwise at such a rate that the reaction mixture temperature did not exceed 10°. Upon completion of addition, the reaction mixture was stirred at 0° for one hour, then was allowed to warm to ambient temperature where it was stirred for 16 hours. The re... Product: Br\C(\C(=O)NC1=CC(=CC=C1)F)=C/C ([Z]-2-bromo-N-(3-fluorophenyl)-2-butenamide). Starting materials: FC=1C=C(N)C=CC1 (3-fluoroaniline), N1=CC=CC=C1 (pyridine), Br\C(\C(=O)Cl)=C/C ([Z]-2-bromo-2-butenoyl chloride). The solvent is C(Cl)(Cl)Cl (chloroform). Reactants: BrCC1CO1, [Li]C, C[Mg+], N#CCc1ccc(Cl)cc1, [I-], C1CCOC1. Product: N#CC1(c2ccc(Cl)cc2)CC(O)C1. Reaction SMILES: [Br:13][CH2:14][CH:15]1[CH2:16][O:17]1.[CH3:11][Li:12].[CH3:19][Mg+:20].[Cl:1][c:2]1[cH:3][cH:4][c:5]([CH2:6][C:7]#[N:8])[cH:9][cH:10]1.[I-:18].[O:21]1[CH2:22][CH2:23][CH2:24][CH2:25]1>>[Cl:1][c:2]1[cH:3][cH:4][c:5]([C:6]2([C:7]#[N:8])[CH2:14][CH:15]([OH:17])[CH2:16]2)[cH:9][cH:10]1.